Dataset: the Open Reaction Database (ORD), a public repository of structured organic reaction records. Task: describe an organic reaction: reactants, conditions, products, and yield The reactants are S(=O)(=O)(OC)OC (dimethyl sulfate), C1=C(NC=2C=CC3=C(C12)C=C1C=CC=CC1=C3)C(=O)OCC (ethyl 3H-naphth[2,3-e]indole-2-carboxylate). Solvent: CCOC(=O)C.CCCCCC (EtOAc hexane). Product: CN1C(=CC=2C3=C(C=CC12)C=C1C=CC=CC1=C3)C(=O)OCC (ethyl 3-methyl-3H-naphth[2,3-e]indole-2-carboxylate). Yield: 97.0%. Reaction SMILES: S(OC)(O[CH3:5])(=O)=O.[CH:8]1[C:16]2[C:15]3[CH:17]=[C:18]4[C:23](=[CH:24][C:14]=3[CH:13]=[CH:12][C:11]=2[NH:10][C:9]=1[C:25]([O:27][CH2:28][CH3:29])=[O:26])[CH:22]=[CH:21][CH:20]=[CH:19]4>CCOC(C)=O.CCCCCC>[CH3:5][N:10]1[C:11]2[CH:12]=[CH:13][C:14]3[CH:24]=[C:23]4[C:18](=[CH:17][C:15]=3[C:16]=2[CH:8]=[C:9]1[C:25]([O:27][CH2:28][CH3:29])=[O:26])[CH:19]=[CH:20][CH:21]=[CH:22]4 |f:2.3|. Reported procedure: Using the procedure described in Example 34A except that dimethyl sulfate was used as the alkylating agent, ethyl 3H-naphth[2,3-e]indole-2-carboxylate (H.G. Pars Pharmaceutical Laboratories, Inc.) gave a 97% yield of ethyl 3-methyl-3H-naphth[2,3-e]indole-2-carboxylate, mp 141°-144°, (EtOAc/hexane), (C,H,N). Starting materials: FC1=CC=C(C=C1)COC1=C(C(=O)O)C=C(C=C1)C=1C=NN(C1)C (2-{[(4-fluorophenyl)methyl]oxy}-5-(1-methyl-1H-pyrazol-4-yl)benzoic acid), O1N=CC(=C1)N (isoxazol-4-amine), C=1C=CC2=C(C1)N=NN2O (HOBT), C(CCl)Cl (EDC). Run in CN(C=O)C (N,N-dimethylformamide), O (Water). Run at time 16 hour. The product is FC1=CC=C(C=C1)COC1=C(C(=O)NC=2C=NOC2)C=C(C=C1)C=1C=NN(C1)C (2-{[(4-Fluorophenyl)methyl]oxy}-N-4-isoxazolyl-5-(1-methyl-1H-pyrazol-4-yl)benzamide). RXN SMILES: [F:1][C:2]1[CH:7]=[CH:6][C:5]([CH2:8][O:9][C:10]2[CH:18]=[CH:17][C:16]([C:19]3[CH:20]=[N:21][N:22]([CH3:24])[CH:23]=3)=[CH:15][C:11]=2[C:12](O)=[O:13])=[CH:4][CH:3]=1.[O:25]1[CH:29]=[C:28]([NH2:30])[CH:27]=[N:26]1.C1C=CC2N(O)N=NC=2C=1.C(Cl)CCl>CN(C)C=O.O>[F:1][C:2]1[CH:7]=[CH:6][C:5]([CH2:8][O:9][C:10]2[CH:18]=[CH:17][C:16]([C:19]3[CH:20]=[N:21][N:22]([CH3:24])[CH:23]=3)=[CH:15][C:11]=2[C:12]([NH:30][C:28]2[CH:27]=[N:26][O:25][CH:29]=2)=[O:13])=[CH:4][CH:3]=1. Reported procedure: A mixture of 2-{[(4-fluorophenyl)methyl]oxy}-5-(1-methyl-1H-pyrazol-4-yl)benzoic acid (may be prepared as described in Description 121; 100 mg, 0.31 mmol), isoxazol-4-amine (38.6 mg, 0.46 mmol), HOBT (70.4 mg, 0.46 mmol) and EDC (88 mg, 0.46 mmol) in N,N-dimethylformamide (5 ml) was stirred at room temperature for 16 hours. Water (50 ml) was added. The mixture was extracted with ethyl acetate (50 ml×3). The combined organic layers were washed with brine (50 ml), dried over Na2SO4, and concentrat... The reactants are Cc1cnc(CN(Cc2ccc(C#N)cc2CO)S(=O)(=O)c2ccccc2[N+](=O)[O-])c(C)c1, [K+], [K+], O=C([O-])[O-], CN(C)C=O, Sc1ccccc1. The product is Cc1cnc(CNCc2ccc(C#N)cc2CO)c(C)c1. RXN SMILES: [C:1](#[N:2])[c:3]1[cH:4][c:5]([CH2:32][OH:33])[c:6]([CH2:7][N:8]([S:9]([c:10]2[cH:11][cH:12][cH:13][cH:14][c:15]2[N+:16]([O-:17])=[O:18])(=[O:19])=[O:20])[CH2:21][c:22]2[n:23][cH:24][c:25]([CH3:29])[cH:26][c:27]2[CH3:28])[cH:30][cH:31]1.[K+:34].[K+:35].[O-:36][C:37]([O-:38])=[O:39].[O:47]=[CH:48][N:49]([CH3:50])[CH3:51].[SH:40][c:41]1[cH:42][cH:43][cH:44][cH:45][cH:46]1>>[C:1](#[N:2])[c:3]1[cH:4][c:5]([CH2:32][OH:33])[c:6]([CH2:7][NH:8][CH2:21][c:22]2[n:23][cH:24][c:25]([CH3:29])[cH:26][c:27]2[CH3:28])[cH:30][cH:31]1. Starting materials: FC1=CC=C(C=C1)CN1CCC(CC1)CC(=O)OCC (1-[(4-fluorophenyl)methyl]-4-[(ethoxycarbonyl)methyl]piperidine), C1(=CC=CC=C1)C(C)N (1-phenylethylamine), CCN=C=NCCCN(C)C (EDCI), C=1C=CC2=C(C1)N=NN2O (HOBT). The solvent is C(F)(F)(F)C(=O)O.Cl.O (CF3CO2H HCl H2O), C(Cl)Cl (CH2Cl2). Yields the product C1(=CC=CC=C1)C(C)NC(=O)CC1CCN(CC1)CC1=CC=C(C=C1)F (4-[(1-Phenylethyl)aminocarbonyl]methyl-1-[(4-fluorophenyl)methyl]piperidine). Isolated yield 50.0%. RXN SMILES: [F:1][C:2]1[CH:7]=[CH:6][C:5]([CH2:8][N:9]2[CH2:14][CH2:13][CH:12]([CH2:15][C:16]([O:18]CC)=O)[CH2:11][CH2:10]2)=[CH:4][CH:3]=1.[C:21]1([CH:27]([NH2:29])[CH3:28])[CH:26]=[CH:25][CH:24]=[CH:23][CH:22]=1.CCN=C=NCCCN(C)C.C1C=CC2N(O)N=NC=2C=1>C(C(O)=O)(F)(F)F.Cl.O.C(Cl)Cl>[C:21]1([CH:27]([NH:29][C:16]([CH2:15][CH:12]2[CH2:11][CH2:10][N:9]([CH2:8][C:5]3[CH:4]=[CH:3][C:2]([F:1])=[CH:7][CH:6]=3)[CH2:14][CH2:13]2)=[O:18])[CH3:28])[CH:26]=[CH:25][CH:24]=[CH:23][CH:22]=1 |f:4.5.6|. Reported procedure: 1-[(4-fluorophenyl)methyl]-4-[(ethoxycarbonyl)methyl]piperidine (0.55 g, 1.97 mmol) was refluxed in CF3CO2H/HCl/H2O (1:1:1) 10 ml to give the corresponding acid, which was then reacted with 1-phenylethylamine (0.29 g, 2.40 mmol), EDCI (0.56 g, 2.97 mmol) and HOBT (0.40 g, 2.96 mmol) in CH2Cl2 (10 ml) to produce a solid, 0.33 g (50% yield)(procedure D). 1H NMR (CD3Cl) δ 7.35-7.23 (7H, m, Ar—H), 7.00-6.94 (2H, t, J=8.4 Hz, Ar—H), 5.83-5.80 (1H, bd, J=7.5 Hz, NH), 5.15-5.10 (m, 1H, PhCHMe), 3.42 (s... Reactants: CC(C)(C)OC(=O)N1CCN(C(=O)OC(C)(C)C)C2CNCC21, [BH3-]C#N, C=O, CC(=O)O, CC#N, [Na+]. Product: CN1CC2C(C1)N(C(=O)OC(C)(C)C)CCN2C(=O)OC(C)(C)C. RXN SMILES: [C:1]([CH3:2])([CH3:3])([CH3:4])[O:5][C:6](=[O:7])[N:8]1[CH:9]2[CH2:10][NH:11][CH2:12][CH:13]2[N:14]([C:17](=[O:18])[O:19][C:20]([CH3:21])([CH3:22])[CH3:23])[CH2:15][CH2:16]1.[C:26]([BH3-:27])#[N:28].[CH2:24]=[O:25].[CH3:30][C:31](=[O:32])[OH:33].[CH3:34][C:35]#[N:36].[Na+:29]>>[C:1]([CH3:2])([CH3:3])([CH3:4])[O:5][C:6](=[O:7])[N:8]1[CH:9]2[CH2:10][N:11]([CH3:26])[CH2:12][CH:13]2[N:14]([C:17](=[O:18])[O:19][C:20]([CH3:21])([CH3:22])[CH3:23])[CH2:15][CH2:16]1. Starting materials: CCO, [K+], CC(C(N)=O)c1cccc2c1Oc1ccccc1CC2=O, [OH-], O. Yields the product CC(C(=O)O)c1cccc2c1Oc1ccccc1CC2=O. RXN SMILES: [CH3:24][CH2:25][OH:26].[K+:23].[O:1]=[C:2]1[c:3]2[c:4]([c:13]([CH:17]([C:18](=[O:19])[NH2:20])[CH3:21])[cH:14][cH:15][cH:16]2)[O:5][c:6]2[c:7]([cH:9][cH:10][cH:11][cH:12]2)[CH2:8]1.[OH-:22].[OH2:27]>>[O:1]=[C:2]1[c:3]2[c:4]([c:13]([CH:17]([C:18](=[O:19])[OH:22])[CH3:21])[cH:14][cH:15][cH:16]2)[O:5][c:6]2[c:7]([cH:9][cH:10][cH:11][cH:12]2)[CH2:8]1.